Task: describe an organic reaction: reactants, conditions, products, and yield. Dataset: the Open Reaction Database (ORD), a public repository of structured organic reaction records The reactants are ClC1=NC(=C2NC=NC2=N1)Cl (2,6-dichloropurine), O (water), O.C1(=CC=C(C=C1)S(=O)(=O)O)C (p-toluenesulfonic acid monohydrate), O1CCCC=C1 (3,4-dihydro-2H-pyran), solid, N (ammonia). Solvent: C(C)(=O)OCC (ethyl acetate), C(C)(C)O (isopropanol). Run at temperature 50 celsius, time 1 hour. Product: ClC1=NC(=C2N=CN(C2=N1)C1OCCCC1)N (2-Chloro-9-(tetrahydro-2H-pyran-2-yl)-9H-purin-6-amine). Reaction SMILES: [Cl:1][C:2]1[N:10]=[C:9]2[C:5]([NH:6][CH:7]=[N:8]2)=[C:4](Cl)[N:3]=1.O.C1(C)C=CC(S(O)(=O)=O)=CC=1.[O:24]1[CH:29]=[CH:28][CH2:27][CH2:26][CH2:25]1.O.[NH3:31]>C(OCC)(=O)C.C(O)(C)C>[Cl:1][C:2]1[N:10]=[C:9]2[C:5]([N:6]=[CH:7][N:8]2[CH:29]2[CH2:28][CH2:27][CH2:26][CH2:25][O:24]2)=[C:4]([NH2:31])[N:3]=1 |f:1.2|. Procedure details: To a solution of 2,6-dichloropurine (25 g) (available from, for example, Aldrich, UK) in dry ethyl acetate (200 ml) was added p-toluenesulfonic acid monohydrate (235 mg). The reaction was heated to 50° C. and 3,4-dihydro-2H-pyran (18.1 ml) was added in one go. The reaction was allowed to stir at 50° C. for 1 hour and the solvent was removed under reduced pressure. This afforded a yellow solid. A suspension of this solid (˜36 g) in 2.0M ammonia in isopropanol (460 ml) was heated under nitrogen at...